Dataset: the Open Reaction Database (ORD), a public repository of structured organic reaction records. Task: describe an organic reaction: reactants, conditions, products, and yield Starting materials: 1,1-bis(diphenylphosphino]ferrocenepalladium, BrC=1C=C(C(=NC1)N)[N+](=O)[O-] (5-bromo-3-nitropyridin-2-amine), CC1CCN(CC1)C(=O)N1CCOC2=C(C1)C=C(C=C2)B(O)O ({4-[(4-methylpiperidin-1-yl)carbonyl]-2,3,4,5-tetrahydro-1,4-benzoxazepine-7-yl}boronic acid), C([O-])(O)=O.[K+] (potassium bicarbonate), CCN(C(C)C)C(C)C (DIPEA). The solvent is CC(=O)N(C)C (DMA), O (water). Run at temperature 99 celsius, time 12 hour. The product is CC1CCN(CC1)C(=O)N1CCOC2=C(C1)C=C(C=C2)C=2C=C(C(=NC2)N)[N+](=O)[O-] (5-{4-[(4-methylpiperidin-1-yl)carbonyl]-2,3,4,5-tetrahydro-1,4-benzoxazepin-7-yl}-3-nitropyridin-2-amine). The yield is 76.0%. RXN SMILES: Br[C:2]1[CH:3]=[C:4]([N+:9]([O-:11])=[O:10])[C:5]([NH2:8])=[N:6][CH:7]=1.[CH3:12][CH:13]1[CH2:18][CH2:17][N:16]([C:19]([N:21]2[CH2:27][C:26]3[CH:28]=[C:29](B(O)O)[CH:30]=[CH:31][C:25]=3[O:24][CH2:23][CH2:22]2)=[O:20])[CH2:15][CH2:14]1.C(=O)(O)[O-].[K+].CCN(C(C)C)C(C)C>CC(N(C)C)=O.O>[CH3:12][CH:13]1[CH2:18][CH2:17][N:16]([C:19]([N:21]2[CH2:27][C:26]3[CH:28]=[C:29]([C:2]4[CH:3]=[C:4]([N+:9]([O-:11])=[O:10])[C:5]([NH2:8])=[N:6][CH:7]=4)[CH:30]=[CH:31][C:25]=3[O:24][CH2:23][CH2:22]2)=[O:20])[CH2:15][CH2:14]1 |f:2.3|. Procedure: To a mixture of 5-bromo-3-nitropyridin-2-amine (0.69 g, 3.2 mmol), {4-[(4-methylpiperidin-1-yl)carbonyl]-2,3,4,5-tetrahydro-1,4-benzoxazepine-7-yl}boronic acid (1.0 g, 3.2 mmol) (example 2, step 4), potassium bicarbonate (1.3 g, 2.3 mmol) and DIPEA (1.1 mL, 6.3 mmol) in DMA (12 mL) and water (3 mL) was added dichloro[1,1-bis(diphenylphosphino]ferrocenepalladium (II) dichloromethane adduct (0.12 g, 0.16 mmol). The reaction mixture was stirred at 99° C. for 12 hours and then partitioned between et... Reactants: CNCC[C@H](O)C1=CC=CC=C1 ((S)-3-(methylamino)-1-phenylpropanol), ClC1=CC=C(C=C1)C(F)(F)F (4-chlorobenzotrifluoride). The product is CNCC[C@H](OC1=CC=C(C=C1)C(F)(F)F)C1=CC=CC=C1 ((S)-N-methyl-3-phenyl-3-[(α,α,α-trifluoro-p-tolyl)oxy]propylamine). As a reaction SMILES: [CH3:1][NH:2][CH2:3][CH2:4][C@@H:5]([C:7]1[CH:12]=[CH:11][CH:10]=[CH:9][CH:8]=1)[OH:6].Cl[C:14]1[CH:19]=[CH:18][C:17]([C:20]([F:23])([F:22])[F:21])=[CH:16][CH:15]=1>>[CH3:1][NH:2][CH2:3][CH2:4][C@@H:5]([C:7]1[CH:12]=[CH:11][CH:10]=[CH:9][CH:8]=1)[O:6][C:14]1[CH:19]=[CH:18][C:17]([C:20]([F:23])([F:22])[F:21])=[CH:16][CH:15]=1. Procedure details: A process according to claim 4 comprising the additional step, following all preceding steps, of reacting (S)-3-(methylamino)-1-phenylpropanol with a strong base followed by 4-chlorobenzotrifluoride to provide (S)-N-methyl-3-phenyl-3-[(α,α,α-trifluoro-p-tolyl)oxy]propylamine. Reactants: COc1cccc2c1CC(=O)c1cc(C(C)C(N)=O)ccc1S2, CCO, [K+], [OH-], O. Product: COc1cccc2c1CC(=O)c1cc(C(C)C(=O)O)ccc1S2. As a reaction SMILES: [CH3:1][O:2][c:3]1[cH:4][cH:5][cH:6][c:7]2[c:8]1[CH2:9][C:10](=[O:23])[c:11]1[c:12]([cH:14][cH:15][c:16]([CH:18]([C:19](=[O:20])[NH2:21])[CH3:22])[cH:17]1)[S:13]2.[CH3:24][CH2:25][OH:26].[K+:28].[OH-:27].[OH2:29]>>[CH3:1][O:2][c:3]1[cH:4][cH:5][cH:6][c:7]2[c:8]1[CH2:9][C:10](=[O:23])[c:11]1[c:12]([cH:14][cH:15][c:16]([CH:18]([C:19](=[O:20])[OH:26])[CH3:22])[cH:17]1)[S:13]2. RXN SMILES: [C:39](#[N:40])[CH3:41].[CH3:22][NH2:23].[CH3:35][CH2:36][OH:37].[Cl:1][c:2]1[n:3][c:4]2[c:9]([cH:10][n:11]1)-[n:8]1[c:7]([n:14][n:13][cH:12]1)[CH:6]([CH2:15][CH3:16])[N:5]2[CH:17]1[CH2:18][CH2:19][CH2:20][CH2:21]1.[F:24][C:25]([F:26])([F:27])[C:28]([OH:29])=[O:30].[O-:31][C:32](=[O:33])[O-:34].[OH2:38]>>[c:2]1([NH:23][CH3:22])[n:3][c:4]2[c:9]([cH:10][n:11]1)-[n:8]1[c:7]([n:14][n:13][cH:12]1)[CH:6]([CH2:15][CH3:16])[N:5]2[CH:17]1[CH2:18][CH2:19][CH2:20][CH2:21]1. Product: CCC1c2nncn2-c2cnc(NC)nc2N1C1CCCC1. Reactants: CC#N, CN, CCO, CCC1c2nncn2-c2cnc(Cl)nc2N1C1CCCC1, O=C(O)C(F)(F)F, O=C([O-])[O-], O. Reactants: FC1=CC=C(C=C1)NC(=O)C=1C=NC(=NC1)S(=O)C (2-methanesulfinylpyrimidine-5-carboxylic acid (4-fluorophenyl)amide), SCCC(=O)O (3-mercaptopropionic acid), C1CCC2=NCCCN2CC1 (DBU). Run in C(=O)(O)[O-].[Na+] (NaHCO3), C1CCOC1 (THF). Run at time 25 minute. The product is FC1=CC=C(C=C1)NC(=O)C=1C=NC(=NC1)SCCC(=O)O (3-[5-(4-Fluorophenylcarbamoyl)pyrimidin-2-ylsulfanyl]propionic acid). The yield is 80.2%. RXN SMILES: [F:1][C:2]1[CH:7]=[CH:6][C:5]([NH:8][C:9]([C:11]2[CH:12]=[N:13][C:14]([S:17]([CH3:19])=O)=[N:15][CH:16]=2)=[O:10])=[CH:4][CH:3]=1.SC[CH2:22][C:23]([OH:25])=[O:24].C1CCN2C(=NCCC2)CC1>C1COCC1.C([O-])(O)=O.[Na+]>[F:1][C:2]1[CH:7]=[CH:6][C:5]([NH:8][C:9]([C:11]2[CH:12]=[N:13][C:14]([S:17][CH2:19][CH2:22][C:23]([OH:25])=[O:24])=[N:15][CH:16]=2)=[O:10])=[CH:4][CH:3]=1 |f:4.5|. Reported procedure: To a solution of solution of 2-methanesulfinylpyrimidine-5-carboxylic acid (4-fluorophenyl)amide (141 mg, 0.50 mmol) in THF (3 mL) was added 3-mercaptopropionic acid (88 μL, 1.0 mmol) followed by DBU (320 μL, 2.1 mmol). The solution was stirred for 25 min, diluted with 1% NaHCO3, and extracted with ethyl acetate. The aqueous layer was acidified with 3% HCl to afford a white precipitate. The solids were collected by filtration, washed with water and dried to afford 128.8 mg (79% yield) of the tit... Reactants: BrC=1C=C(CO)C=CC1F (3-bromo-4-fluoro-benzyl alcohol), [N+](=O)(O)[O-] (nitric acid), ice, [OH-].[Na+] (sodium hydroxide). Run in O (water). Run at time 5 hour. Product: BrC=1C=C(C=O)C=CC1F (3-bromo-4-fluoro-benzaldehyde). Yield: 60.1%. Reaction SMILES: [Br:1][C:2]1[CH:3]=[C:4]([CH:7]=[CH:8][C:9]=1[F:10])[CH2:5][OH:6].[N+]([O-])(O)=O.[OH-].[Na+]>O>[Br:1][C:2]1[CH:3]=[C:4]([CH:7]=[CH:8][C:9]=1[F:10])[CH:5]=[O:6] |f:2.3|. Reported procedure: 10.2 g (0.05 mol) of 3-bromo-4-fluoro-benzyl alcohol were added to a mixture of 10 g of nitric acid (density: 1.4) and 5 ml of water at 30°-35° C. and the mixture was then stirred at room temperature for 5 hours. After adding 30 g of ice, sodium hydroxide solution was added to the mixture until the pH value reached 13, and the mixture was then extracted by shaking with 200 ml of toluene. The organic phase was washed three times with 50 ml of water each time, dried over sodium sulphate and then e... Reactants: C(C)C1(C2=C(SC3=C(C1)C=CC=C3)SC=C2)O (4-ethyl-4,5-dihydro-benzo[f]thieno[2,3-b]thiepin-4-ol), crude product, [Mg] (magnesium), C(C)I (ethyl iodide). The solvent is CCOCC (ether). Product: S1C=CC2=C1SC1=C(CC2=O)C=CC=C1 (benzo[f]thieno[2,3-b]thiepin-4(5H)-one). As a reaction SMILES: [Mg].C(I)C.C([C:7]1([OH:21])[CH2:13][C:12]2[CH:14]=[CH:15][CH:16]=[CH:17][C:11]=2[S:10][C:9]2[S:18][CH:19]=[CH:20][C:8]1=2)C>CCOCC>[S:18]1[C:9]2[S:10][C:11]3[CH:17]=[CH:16][CH:15]=[CH:14][C:12]=3[CH2:13][C:7](=[O:21])[C:8]=2[CH:20]=[CH:19]1. Procedure: From 4.9 g (0.2 mole) of magnesium, 31.2 g (0.2 mole) of ethyl iodide in abs. ether and 23.2 g (0.1 mole) of benzo[f]thieno[2,3-b]thiepin-4(5H)-one, there is obtained 4-ethyl-4,5-dihydro-benzo[f]thieno[2,3-b]thiepin-4-ol as an oily crude product. Reactants: C1(=CC=CC=C1)O (phenol), [OH-].[Ca+2].[OH-] (calcium hydroxide), NC=1C=C(C=C(C1)C)O (3-amino-5-methylphenol), C=O (formalin). Run in O (water). Run at temperature 70 celsius, time 1 hour. Product: C1=CC(=CC(=C1)O)N.CC=1C=CC=C(C1)O (phenol.3-amino 5-methylphenol). RXN SMILES: C1(O)C=CC=CC=1.[OH-].[Ca+2].[OH-].C=O.[NH2:13][C:14]1[CH:15]=[C:16]([OH:21])[CH:17]=[C:18]([CH3:20])[CH:19]=1>O>[CH:18]1[CH:17]=[C:16]([OH:21])[CH:15]=[C:14]([NH2:13])[CH:19]=1.[CH3:20][C:18]1[CH:19]=[CH:14][CH:15]=[C:16]([OH:21])[CH:17]=1 |f:1.2.3,7.8|. Reported procedure: 94 parts (1 mol) of phenol, 100 parts of water and 0.5 part of calcium hydroxide were charged in a kolben reactor equipped with a thermometer, stirrer, reflux condenser and dropping funnel, to which 114 parts (1.4 mols) of 37% formalin was dropwise added for 0.5 hour while stirring at 70° C., and the mixture was further stirred at the same temperature for 5 hours. 172.2 part (1.4 mols) of 3-amino-5-methylphenol was then added to the mixture, stirred at 120° C. for 1 hour, then heated at 150° C. ...